This data is from the Open Reaction Database (ORD), a public repository of structured organic reaction records. The task is: describe an organic reaction: reactants, conditions, products, and yield Reactants: CS(=O)(=O)Nn1c(=O)[nH]c2cc([N+](=O)[O-])c(F)cc2c1=O, COc1ccc(C(N)CO)cc1OC. The product is COc1ccc(C(CO)Nc2cc3c(=O)n(NS(C)(=O)=O)c(=O)[nH]c3cc2[N+](=O)[O-])cc1OC. As a reaction SMILES: [F:1][c:2]1[cH:3][c:4]2[c:5](=[O:21])[n:6]([NH:16][S:17](=[O:18])(=[O:19])[CH3:20])[c:7](=[O:15])[nH:8][c:9]2[cH:10][c:11]1[N+:12](=[O:13])[O-:14].[NH2:22][CH:23]([CH2:24][OH:25])[c:26]1[cH:27][c:28]([O:34][CH3:35])[c:29]([O:32][CH3:33])[cH:30][cH:31]1>>[c:2]1([NH:22][CH:23]([CH2:24][OH:25])[c:26]2[cH:27][c:28]([O:34][CH3:35])[c:29]([O:32][CH3:33])[cH:30][cH:31]2)[cH:3][c:4]2[c:5](=[O:21])[n:6]([NH:16][S:17](=[O:18])(=[O:19])[CH3:20])[c:7](=[O:15])[nH:8][c:9]2[cH:10][c:11]1[N+:12](=[O:13])[O-:14]. Starting materials: [Si](C1=CC=CC=C1)(C1=CC=CC=C1)(C(C)(C)C)OCC1=CC(=NO1)[C@H]1N(CCC1)C(C(C1(CC(CC(C1)(C)C)(C)C)O)(F)F)=O ((S)-1-(2-(5-(((tert-Butyldiphenylsilyl)oxy)methyl)isoxazol-3-yl)pyrrolidin-1-yl)-2,2-difluoro-2-(1-hydroxy-3,3,5,5-tetramethylcyclohexyl)ethanone), [Si](C1=CC=CC=C1)(C1=CC=CC=C1)(C(C)(C)C)OCC1=NN=C(O1)[C@H]1N(CCC1)C(C(C1(CC(CC(C1)(C)C)(C)C)O)(F)F)=O ((S)-1-(2-(5-(((tert-Butyldiphenylsilyl)oxy)methyl)-1,3,4-oxadiazol-2-yl)pyrrolidin-1-yl)-2,2-difluoro-2-(1-hydroxy-3,3,5,5-tetramethylcyclohexyl)ethanone). The product is FC(C(=O)N1[C@@H](CCC1)C=1OC(=NN1)CO)(C1(CC(CC(C1)(C)C)(C)C)O)F ((S)-2,2-Difluoro-2-(1-hydroxy-3,3,5,5-tetramethylcyclohexyl)-1-(2-(5-(hydroxymethy)-1,3,4-oxadiazol-2-yl)pyrrolidin-1-yl)ethanone). Yield: 86.7%. As a reaction SMILES: [Si](OCC1ON=C([C@@H]2CCCN2C(=O)C(F)(F)C2(O)CC(C)(C)CC(C)(C)C2)C=1)(C(C)(C)C)(C1C=CC=CC=1)C1C=CC=CC=1.[Si]([O:63][CH2:64][C:65]1[O:69][C:68]([C@@H:70]2[CH2:74][CH2:73][CH2:72][N:71]2[C:75](=[O:90])[C:76]([F:89])([F:88])[C:77]2([OH:87])[CH2:82][C:81]([CH3:84])([CH3:83])[CH2:80][C:79]([CH3:86])([CH3:85])[CH2:78]2)=[N:67][N:66]=1)(C(C)(C)C)(C1C=CC=CC=1)C1C=CC=CC=1>>[F:89][C:76]([F:88])([C:77]1([OH:87])[CH2:78][C:79]([CH3:86])([CH3:85])[CH2:80][C:81]([CH3:84])([CH3:83])[CH2:82]1)[C:75]([N:71]1[CH2:72][CH2:73][CH2:74][C@H:70]1[C:68]1[O:69][C:65]([CH2:64][OH:63])=[N:66][N:67]=1)=[O:90]. Procedure: The procedure of Example 3-(4) was repeated, except that the compound obtained in Example 3-(3) was replaced by the compound (1.378 g) obtained in Example 9-(4); this gave the titled compound (750 mg, colorless solid.) The reactants are N1=C(C=CC=C1)C(=O)NN (2-pyridinecarboxylic acid hydrazide), C(C1=CC=CC=C1)N=C=S (benzyl isothiocyanate), ClC1=CC=C(CBr)C=C1 (4-chlorobenzyl bromide). Yields the product C(C1=CC=CC=C1)N1C(=NN=C1SCC1=CC=C(C=C1)Cl)C1=NC=CC=C1 (2-[4-benzyl-5-(4-chloro-benzylsulfanyl)-4H-1,2,4-triazol-3-yl]pyridine). Reaction SMILES: [N:1]1[CH:6]=[CH:5][CH:4]=[CH:3][C:2]=1[C:7]([NH:9][NH2:10])=O.[CH2:11]([N:18]=[C:19]=[S:20])[C:12]1[CH:17]=[CH:16][CH:15]=[CH:14][CH:13]=1.[Cl:21][C:22]1[CH:29]=[CH:28][C:25]([CH2:26]Br)=[CH:24][CH:23]=1>>[CH2:11]([N:18]1[C:19]([S:20][CH2:26][C:25]2[CH:28]=[CH:29][C:22]([Cl:21])=[CH:23][CH:24]=2)=[N:10][N:9]=[C:7]1[C:2]1[CH:3]=[CH:4][CH:5]=[CH:6][N:1]=1)[C:12]1[CH:17]=[CH:16][CH:15]=[CH:14][CH:13]=1. Procedure details: This compound was synthesized using the same methodology as described in Example 1 above, using 2-pyridinecarboxylic acid hydrazide, benzyl isothiocyanate and 4-chlorobenzyl bromide as the starting materials. Reactants: N(=C=O)C=1C=C(C#N)C=CC1 (3-Isocyanatobenzonitrile), BrC1=CC=C(C=C1)CCCNC (3-(4-bromophenyl)-N-methylpropan-1-amine). Run in C(Cl)Cl (methylene chloride). Run at time 8 hour. Product: BrC1=CC=C(C=C1)CCCN(C(=O)NC1=CC(=CC=C1)C#N)C (1-(3-(4-bromophenyl)propyl)-3-(3-cyanophenyl)-1-methylurea). Isolated yield 82.5%. As a reaction SMILES: [N:1]([C:4]1[CH:5]=[C:6]([CH:9]=[CH:10][CH:11]=1)[C:7]#[N:8])=[C:2]=[O:3].[Br:12][C:13]1[CH:18]=[CH:17][C:16]([CH2:19][CH2:20][CH2:21][NH:22][CH3:23])=[CH:15][CH:14]=1>C(Cl)Cl>[Br:12][C:13]1[CH:14]=[CH:15][C:16]([CH2:19][CH2:20][CH2:21][N:22]([CH3:23])[C:2]([NH:1][C:4]2[CH:11]=[CH:10][CH:9]=[C:6]([C:7]#[N:8])[CH:5]=2)=[O:3])=[CH:17][CH:18]=1. Procedure details: 3-Isocyanatobenzonitrile (202 mg, 1.4 mmol) was added in one portion to a solution of 22B (320 mg, 1.4 mmol) in methylene chloride (10 mL). After stirring overnight the reaction mixture was concentrated in vacuo and purified by flash chromatography (0 to 100% EtOAc in hexanes) to yield 22C (430 mg, 88%) as a clear oil. MS (ESI) m/z 371.92/373.92 (M+H)+. The reactants are Cl.NCC1=CC(=C(C(=O)OC)C(=C1)O)O (Methyl 4-aminomethyl-2,6-dihydroxybenzoate hydrochloride), C(C)(C)N(C(C)C)CC (N,N-diisopropylethylamine), C1(CCC(N1OC(CCCCCNC(=O)OC(C)(C)C)=O)=O)=O (N-tert-butoxycarbonyl-6-aminohexanoic acid succinimidyl ester). Run in CN(C=O)C (N,N-dimethylformamide). Run at time 4 hour. Product: C(C)(C)(C)OC(=O)NCCCCCC(=O)NCC=1C(=C(C(=O)OC)C(=CC1)O)O (methyl (N-tert-butoxycarbonyl-6-aminohexanoyl)aminomethyl-2,6-dihydroxybenzoate). Yield: 79.9%. RXN SMILES: Cl.NC[C:4]1[CH:13]=[C:12]([OH:14])[C:7]([C:8]([O:10][CH3:11])=[O:9])=[C:6]([OH:15])[CH:5]=1.[CH:16]([N:19](CC)C(C)C)(C)C.C1(=O)N(O[C:31](=[O:45])[CH2:32][CH2:33][CH2:34][CH2:35][CH2:36][NH:37][C:38]([O:40][C:41]([CH3:44])([CH3:43])[CH3:42])=[O:39])C(=O)CC1>CN(C)C=O>[C:41]([O:40][C:38]([NH:37][CH2:36][CH2:35][CH2:34][CH2:33][CH2:32][C:31]([NH:19][CH2:16][C:13]1[C:12]([OH:14])=[C:7]([C:6]([OH:15])=[CH:5][CH:4]=1)[C:8]([O:10][CH3:11])=[O:9])=[O:45])=[O:39])([CH3:42])([CH3:43])[CH3:44] |f:0.1|. Reported procedure: Methyl 4-aminomethyl-2,6-dihydroxybenzoate hydrochloride (1.50 grams, 6.4 mmoles) was suspended in anhydrous N,N-dimethylformamide (25 mL), and N,N-diisopropylethylamine (2.2 mL, 12.8 mmoles) was added, followed by N-tert-butoxycarbonyl-6-aminohexanoic acid succinimidyl ester (2.10 grams, 6.4 mmoles). The mixture was stirred under dry nitrogen for 4 hours, during which time all solids dissolved. The solvent was then evaporated to leave a light brown syrup, which was partitioned between ethyl ace...